From a dataset of the Open Reaction Database (ORD), a public repository of structured organic reaction records. describe an organic reaction: reactants, conditions, products, and yield Product: Cc1nc(C(=O)Nc2cnn(Cc3nc(C(C)(F)F)cs3)n2)c(-c2cccc(C(F)(F)F)c2)o1. RXN SMILES: [CH3:17][c:18]1[o:19][c:20](-[c:26]2[cH:27][c:28]([C:32]([F:33])([F:34])[F:35])[cH:29][cH:30][cH:31]2)[c:21]([C:23](=[O:24])[OH:25])[n:22]1.[F:1][C:2]([CH3:3])([F:4])[c:5]1[n:6][c:7]([CH2:10][n:11]2[n:12][cH:13][c:14]([NH2:16])[n:15]2)[s:8][cH:9]1>>[F:1][C:2]([CH3:3])([F:4])[c:5]1[n:6][c:7]([CH2:10][n:11]2[n:12][cH:13][c:14]([NH:16][C:23]([c:21]3[c:20](-[c:26]4[cH:27][c:28]([C:32]([F:33])([F:34])[F:35])[cH:29][cH:30][cH:31]4)[o:19][c:18]([CH3:17])[n:22]3)=[O:24])[n:15]2)[s:8][cH:9]1. Reactants: Cc1nc(C(=O)O)c(-c2cccc(C(F)(F)F)c2)o1, CC(F)(F)c1csc(Cn2ncc(N)n2)n1. Reactants: Cc1cc(Br)c(CN2C(=O)c3ccccc3C2=O)cc1I, COC(=O)C(F)(F)Cl, CN(C)C=O, ClCCl, I[Cu]I, [F-], [K+], O. Product: Cc1cc(Br)c(CN2C(=O)c3ccccc3C2=O)cc1C(F)(F)F. Reaction SMILES: [Br:1][c:2]1[c:3]([CH2:4][N:5]2[C:6](=[O:15])[c:7]3[cH:8][cH:9][cH:10][cH:11][c:12]3[C:13]2=[O:14])[cH:16][c:17]([I:21])[c:18]([CH3:20])[cH:19]1.[CH3:24][O:25][C:26]([C:27]([F:28])([F:29])[Cl:31])=[O:30].[CH3:33][N:34]([CH3:35])[CH:36]=[O:37].[Cl:41][CH2:42][Cl:43].[Cu:38]([I:39])[I:40].[F-:22].[K+:23].[OH2:32]>>[Br:1][c:2]1[c:3]([CH2:4][N:5]2[C:6](=[O:15])[c:7]3[cH:8][cH:9][cH:10][cH:11][c:12]3[C:13]2=[O:14])[cH:16][c:17]([C:27]([F:22])([F:28])[F:29])[c:18]([CH3:20])[cH:19]1.